Dataset: the Open Reaction Database (ORD), a public repository of structured organic reaction records. Task: describe an organic reaction: reactants, conditions, products, and yield The reactants are BrC=1N=C(N2C1C(=NC=C2)Cl)I (1-bromo-8-chloro-3-iodo-imidazo[1,5-a]pyrazine), N (ammonia). Solvent: CC(C)O (i-PrOH), O (water). Reaction conditions: temperature 95 celsius, time 8 hour. Product: BrC=1N=C(N2C1C(=NC=C2)N)I (1-Bromo-3-iodo-imidazo[1,5-a]pyrazin-8-ylamine). RXN SMILES: [Br:1][C:2]1[N:3]=[C:4]([I:12])[N:5]2[CH:10]=[CH:9][N:8]=[C:7](Cl)[C:6]=12.[NH3:13]>CC(O)C.O>[Br:1][C:2]1[N:3]=[C:4]([I:12])[N:5]2[CH:10]=[CH:9][N:8]=[C:7]([NH2:13])[C:6]=12. Procedure: To a stirred solution of 1-bromo-8-chloro-3-iodo-imidazo[1,5-a]pyrazine (250.00 mg, 0.696 mmol) in i-PrOH (8 mL) in a Parr bomb was added 7 mL ammonia in water (35%). The resulting solution was stirred at 95° C. overnight. The solvent was removed under reduced pressure and the crude material was passed through a short silica gel column (5% MeOH in DCM as eluent). The fractions were collected and combined, solvent was removed under reduced pressure to give a residue which was used in next step wi...